From a dataset of the Open Reaction Database (ORD), a public repository of structured organic reaction records. describe an organic reaction: reactants, conditions, products, and yield Conditions: time 1 hour. The reactants are ice water, resultant mixture, S(O)(O)(=O)=O (sulphuric acid), CC(=C)CCCCC (2-methylhept-1-ene), CC(C)=CCCCC (2-methylhept-2-ene), S(O)(O)(=O)=O.NCC#N (aminoacetonitrile bisulphate). Solvent: C(C)(=O)O (acetic acid). Reported procedure: A mixture (1:1.1) of 2-methylhept-1-ene and 2-methylhept-2-ene (4.0 g) was added to a suspension of aminoacetonitrile bisulphate (5.5 g; 1 mol equiv.) in acetic acid (22 ml). The resultant mixture was warmed to 40°. Conc. sulphuric acid (4.5 ml) was then added over 10 minutes with stirring, so that the temperature did not rise above 70°. The mixture was left for 1 hour and then poured into ice-water (200 g). The aqueous phase was washed with ether (2×100 ml), basified with 10 N sodium hydroxide ... Yields the product NCC(=O)NC(CCCCC)(C)C (2-Amino-N-(1,1-dimethylhexyl)acetamide). RXN SMILES: [CH3:1][C:2]([CH2:4][CH2:5][CH2:6][CH2:7][CH3:8])=[CH2:3].CC(=CCCCC)C.S(=O)(=O)(O)O.[NH2:22][CH2:23][C:24]#[N:25].S(=O)(=O)(O)[OH:27]>C(O)(=O)C>[NH2:25][CH2:24][C:23]([NH:22][C:2]([CH3:1])([CH3:3])[CH2:4][CH2:5][CH2:6][CH2:7][CH3:8])=[O:27] |f:2.3|. Starting materials: C(C#C)(=O)OCC (Ethyl propiolate), C1OC2=CC(=C(C=O)C=C2O1)[N+](=O)[O-] (4,5-methylenedioxy-2-nitrobenzaldehyde), C(C)(C)NC(C)C (diisopropylamine), C(CCC)[Li] (butyllithium), C(C)(=O)O (acetic acid). Run in O1CCCC1 (tetrahydrofuran), O1CCCC1 (tetrahydrofuran), O1CCCC1 (tetrahydrofuran), O (water). Reaction conditions: time 1 hour. Product: OC(C#CC(=O)OCC)C1=C(C=C2C(=C1)OCO2)[N+](=O)[O-] (ethyl 4-hydroxy-4-(4,5-methylenedioxy-2-nitrophenyl)-2-butynoate). The yield is 119.0%. Reaction SMILES: C(NC(C)C)(C)C.C([Li])CCC.[C:13]([O:17][CH2:18][CH3:19])(=[O:16])[C:14]#[CH:15].[CH2:20]1[O:30][C:29]2[C:22](=[CH:23][C:24]([N+:31]([O-:33])=[O:32])=[C:25]([CH:28]=2)[CH:26]=[O:27])[O:21]1.C(O)(=O)C>O1CCCC1.O>[OH:27][CH:26]([C:25]1[CH:28]=[C:29]2[O:30][CH2:20][O:21][C:22]2=[CH:23][C:24]=1[N+:31]([O-:33])=[O:32])[C:15]#[C:14][C:13]([O:17][CH2:18][CH3:19])=[O:16]. Reported procedure: To a solution of diisopropylamine (6.8 ml, 49.0 mol) in tetrahydrofuran (80 ml) was added, at -78° C. under an argon atmosphere, a 1.5 N butyllithium (30.7 ml, 46.0 mmol). The mixture was stirred for one hr. Ethyl propiolate (3.9 ml, 38.4 mmol) and a solution of 4,5-methylenedioxy-2-nitrobenzaldehyde (5.0 g, 25.6 mmol) in tetrahydrofuran (50 ml) were added in that order to the reaction mixture, and the mixture was stirred at -78° C. for additional 1.5 hr. A solution of acetic acid (8.0 ml, 139 m... Yields the product CC=1C(=CSC1)C1=C(C=C(C=C1)C1=NC(=NO1)C1=C(C=CC=C1)OC(F)(F)F)C(F)(F)F (5-[4-(4-methyl-3-thienyl)-3-(trifluoromethyl)phenyl]-3-[2-(trifluoromethoxy)phenyl]-1,2,4-oxadiazole). Starting materials: C(C(=O)Cl)(=O)Cl (Oxalyl chloride), CC=1C(=CSC1)C1=C(C=C(C(=O)O)C=C1)C(F)(F)F (4-(4-methyl-3-thienyl)-3-(trifluoromethyl)benzoic acid), ON=C(N)C1=C(C=CC=C1)OC(F)(F)F (N′-Hydroxy-2-(trifluoromethoxy)benzenecarboximidamide), CCN(C(C)C)C(C)C (DIEA). Procedure details: Oxalyl chloride (106 μL; 1.26 mmol; 3 eq.), Intermediate 32 (120 mg; 0.42 mmol; 1 eq.), Intermediate 2 (92 mg; 0.42 mmol, 1 eq.) and DIEA (217 μL; 1.26 mmol; 3 eq.) were reacted according to general procedure 2. Purification by crystallisation from MeOH afforded the title compound as a white solid. As a reaction SMILES: C(Cl)(=O)C(Cl)=O.[CH3:7][C:8]1[C:9]([C:13]2[CH:21]=[CH:20][C:16]([C:17]([OH:19])=O)=[CH:15][C:14]=2[C:22]([F:25])([F:24])[F:23])=[CH:10][S:11][CH:12]=1.O[N:27]=[C:28]([C:30]1[CH:35]=[CH:34][CH:33]=[CH:32][C:31]=1[O:36][C:37]([F:40])([F:39])[F:38])[NH2:29].CCN(C(C)C)C(C)C>>[CH3:7][C:8]1[C:9]([C:13]2[CH:21]=[CH:20][C:16]([C:17]3[O:19][N:29]=[C:28]([C:30]4[CH:35]=[CH:34][CH:33]=[CH:32][C:31]=4[O:36][C:37]([F:38])([F:39])[F:40])[N:27]=3)=[CH:15][C:14]=2[C:22]([F:25])([F:24])[F:23])=[CH:10][S:11][CH:12]=1. The reactants are ClC=1C=C(CCO)C=CC1 (3-chlorophenethyl alcohol), C(C)OC(CCCl)OCC (3-chloropropionaldehyde diethyl acetal). The reagents and catalysts are [Ti](Cl)(Cl)(Cl)Cl (Titanium tetrachloride). Solvent: [N+](=O)([O-])C (nitromethane). The product is ClC=1C=C2CCOC(C2=CC1)CCCl (6-chloro-1-(2-chloroethyl)isochroman). Reaction SMILES: [Cl:1][C:2]1[CH:3]=[C:4]([CH:8]=[CH:9][CH:10]=1)[CH2:5][CH2:6][OH:7].C(O[CH:14](OCC)[CH2:15][CH2:16][Cl:17])C>[Ti](Cl)(Cl)(Cl)Cl.[N+](C)([O-])=O>[Cl:1][C:2]1[CH:3]=[C:4]2[C:8](=[CH:9][CH:10]=1)[CH:14]([CH2:15][CH2:16][Cl:17])[O:7][CH2:6][CH2:5]2. Reported procedure: A mixture of 3-chlorophenethyl alcohol (XLV, 5.9055 g, 0.0398 mol), 3-chloropropionaldehyde diethyl acetal (LXII, 7.2 ml, 0.0430 mol) and nitromethane (3 ml) is cooled in an ice/water bath. Titanium tetrachloride (1M in dichloromethane, 88 ml, 0.088 mol) is added dropwise and the mixture is heated at 45° for 3 hr. After cooling, the mixture is poured onto ice/aqueous hydrochloric acid (1N) and extracted with dichloromethane. The combined organic layers are backwashed with hydrochloric acid (1N) ... Starting materials: CC(=O)O, Cl, O=N[O-], COC(=O)c1cnn(C)c1N, [Na+], O, O=P(O)(O)O. Yields the product COC(=O)c1cnn(C)c1Cl. RXN SMILES: [CH3:17][C:18](=[O:19])[OH:20].[ClH:16].[N:12]([O-:13])=[O:14].[NH2:1][c:2]1[c:3]([C:8](=[O:9])[O:10][CH3:11])[cH:4][n:5][n:6]1[CH3:7].[Na+:15].[OH2:26].[P:21](=[O:22])([OH:23])([OH:24])[OH:25]>>[c:2]1([Cl:16])[c:3]([C:8](=[O:9])[O:10][CH3:11])[cH:4][n:5][n:6]1[CH3:7].